From a dataset of the Open Reaction Database (ORD), a public repository of structured organic reaction records. describe an organic reaction: reactants, conditions, products, and yield The reactants are CN(C)c1ccccc1, [NH2-], [Na], CCn1cnc2cc(CN3CCN(C(c4ccccc4)c4ccccc4)CC3)ccc21. Product: CCn1c(N)nc2cc(CN3CCN(C(c4ccccc4)c4ccccc4)CC3)ccc21. Reaction SMILES: [CH3:34][N:35]([CH3:36])[c:37]1[cH:38][cH:39][cH:40][cH:41][cH:42]1.[NH2-:33].[Na:32].[c:1]1([CH:7]([N:8]2[CH2:9][CH2:10][N:11]([CH2:14][c:15]3[cH:16][c:17]4[c:18]([n:19]([CH2:22][CH3:23])[cH:20][n:21]4)[cH:24][cH:25]3)[CH2:12][CH2:13]2)[c:26]2[cH:27][cH:28][cH:29][cH:30][cH:31]2)[cH:2][cH:3][cH:4][cH:5][cH:6]1>>[c:1]1([CH:7]([N:8]2[CH2:9][CH2:10][N:11]([CH2:14][c:15]3[cH:16][c:17]4[c:18]([n:19]([CH2:22][CH3:23])[c:20]([NH2:35])[n:21]4)[cH:24][cH:25]3)[CH2:12][CH2:13]2)[c:26]2[cH:27][cH:28][cH:29][cH:30][cH:31]2)[cH:2][cH:3][cH:4][cH:5][cH:6]1. Starting materials: CCOC(C)=O, ClCCCl, ClCCl, COC(=O)NC(C(=O)O)C(C)(C)C, CCC(C)C(NC(=O)OC)C(=O)NC(Cc1ccccc1)C(O)CN(N)Cc1ccc(-c2nnn(C(C)(C)c3ccccc3)n2)cc1, Cl, CN(C)C=O, On1nnc2ccccc21, Cc1ccccc1. Product: CCC(C)C(NC(=O)OC)C(=O)NC(Cc1ccccc1)C(O)CN(Cc1ccc(-c2nnn(C(C)(C)c3ccccc3)n2)cc1)NC(=O)C(NC(=O)OC)C(C)(C)C. RXN SMILES: [C:91]([O:92][CH2:93][CH3:94])(=[O:95])[CH3:96].[CH2:14]([Cl:15])[CH2:16][Cl:17].[CH2:81]([Cl:82])[Cl:83].[CH3:1][O:2][C:3](=[O:4])[NH:5][CH:6]([C:7]([CH3:8])([CH3:9])[CH3:10])[C:11](=[O:12])[OH:13].[CH3:29][C:30]([CH3:31])([c:32]1[cH:33][cH:34][cH:35][cH:36][cH:37]1)[n:38]1[n:39][c:40](-[c:43]2[cH:44][cH:45][c:46]([CH2:49][N:50]([CH2:51][CH:52]([CH:53]([CH2:54][c:55]3[cH:56][cH:57][cH:58][cH:59][cH:60]3)[NH:61][C:62]([CH:63]([NH:64][C:65](=[O:66])[O:67][CH3:68])[CH:69]([CH3:70])[CH2:71][CH3:72])=[O:73])[OH:74])[NH2:75])[cH:47][cH:48]2)[n:41][n:42]1.[ClH:28].[O:76]=[CH:77][N:78]([CH3:79])[CH3:80].[OH:18][n:19]1[c:20]2[c:21]([cH:22][cH:23][cH:24][cH:25]2)[n:26][n:27]1.[c:84]1([CH3:85])[cH:86][cH:87][cH:88][cH:89][cH:90]1>>[CH3:1][O:2][C:3](=[O:4])[NH:5][CH:6]([C:7]([CH3:8])([CH3:9])[CH3:10])[C:11](=[O:13])[NH:75][N:50]([CH2:49][c:46]1[cH:45][cH:44][c:43](-[c:40]2[n:39][n:38]([C:30]([CH3:29])([CH3:31])[c:32]3[cH:33][cH:34][cH:35][cH:36][cH:37]3)[n:42][n:41]2)[cH:48][cH:47]1)[CH2:51][CH:52]([CH:53]([CH2:54][c:55]1[cH:56][cH:57][cH:58][cH:59][cH:60]1)[NH:61][C:62]([CH:63]([NH:64][C:65](=[O:66])[O:67][CH3:68])[CH:69]([CH3:70])[CH2:71][CH3:72])=[O:73])[OH:74].